From a dataset of the Open Reaction Database (ORD), a public repository of structured organic reaction records. describe an organic reaction: reactants, conditions, products, and yield The reactants are C(C)(=O)OC(C)=O (acetic anhydride), CN(C1=CC=C(C=C1)N)C (N,N-dimethyl-1,4-phenylenediamine), CCOCC (Et2O). Run in C(Cl)Cl (CH2Cl2). Conditions: time 24 hour. Product: C(C)(=O)NC1=CC=C(C=C1)N(C)C (N-acetyl-N′,N′-dimethyl-1,4-phenylenediamine). Yield: 86.0%. Reaction SMILES: C(O[C:5](=[O:7])[CH3:6])(=O)C.[CH3:8][N:9]([CH3:17])[C:10]1[CH:15]=[CH:14][C:13]([NH2:16])=[CH:12][CH:11]=1.CCOCC>C(Cl)Cl>[C:5]([NH:16][C:13]1[CH:14]=[CH:15][C:10]([N:9]([CH3:17])[CH3:8])=[CH:11][CH:12]=1)(=[O:7])[CH3:6]. Procedure details: To a solution of acetic anhydride (11.5 mL, 12.45 g, 0.122 mol) in anhydrous CH2Cl2 (100 mL) was added N,N-dimethyl-1,4-phenylenediamine (11.37 g; 83.5 mmol) portion-wise over 30 min at 0° C. The mixture was allowed to gradually warm to room temperature and stirred for 24 hours. The solvent was removed under high vacuum to obtain a black residue which was stirred with Et2O (20 mL) at room temperature. The suspension was filtered and the solid washed with Et2O (3×20 mL). The solid residue was dri... Reactants: FC=1C=CC(=C(C1)O)[N+](=O)[O-] (5-fluoro-2-nitrophenol), C1(C=CCC1)O (2-cyclopenten-1-ol), C1(=CC=CC=C1)P(C1=CC=CC=C1)C1=CC=CC=C1 (triphenylphosphine). Run in C1CCOC1 (THF), C(Cl)Cl (methylene chloride). Run at time 8 hour. Yields the product C1(C=CCC1)OC1=C(C=CC(=C1)F)[N+](=O)[O-] (2-(Cyclopent-2-enyloxy)-4-fluoro-1-nitrobenzene). RXN SMILES: [F:1][C:2]1[CH:3]=[CH:4][C:5]([N+:9]([O-:11])=[O:10])=[C:6]([OH:8])[CH:7]=1.[CH:12]1(O)[CH2:16][CH2:15][CH:14]=[CH:13]1.C1(P(C2C=CC=CC=2)C2C=CC=CC=2)C=CC=CC=1>C1COCC1.C(Cl)Cl>[CH:16]1([O:8][C:6]2[CH:7]=[C:2]([F:1])[CH:3]=[CH:4][C:5]=2[N+:9]([O-:11])=[O:10])[CH2:15][CH2:14][CH:13]=[CH:12]1. Reported procedure: To a mixture of 5-fluoro-2-nitrophenol (1.48 g), 2-cyclopenten-1-ol (662 mg) and triphenylphosphine (2.47 g) in THF (25.0 ml) diethylazodicarboxylate (1.48 ml) was added at 0° C. After stirring at room temperature overnight the reaction mixture was diluted with methylene chloride and washed with 10% aq. KHSO4. The organic layer was passed through a hydrophobic frit and concentrated in vacuo. The residue was purified by chromatography to give the desired product. The reactants are CC=1C=C2CCNCC2=CC1 (6-methyl-1,2,3,4-tetrahydro-isoquinoline), C(C)(C)OC1=C(C(=O)O)C=C(C=C1)S(=O)(=O)C (2-isopropoxy-5-methanesulfonyl-benzoic acid). Product: C(C)(C)OC1=C(C=C(C=C1)S(=O)(=O)C)C(=O)N1CC2=CC=C(C=C2CC1)C ((2-Isopropoxy-5-methanesulfonyl-phenyl)-(6-methyl-3,4-dihydro-1H -isoquinolin-2-yl)-methanone). RXN SMILES: [CH3:1][C:2]1[CH:3]=[C:4]2[C:9](=[CH:10][CH:11]=1)[CH2:8][NH:7][CH2:6][CH2:5]2.[CH:12]([O:15][C:16]1[CH:24]=[CH:23][C:22]([S:25]([CH3:28])(=[O:27])=[O:26])=[CH:21][C:17]=1[C:18](O)=[O:19])([CH3:14])[CH3:13]>>[CH:12]([O:15][C:16]1[CH:24]=[CH:23][C:22]([S:25]([CH3:28])(=[O:27])=[O:26])=[CH:21][C:17]=1[C:18]([N:7]1[CH2:6][CH2:5][C:4]2[C:9](=[CH:10][CH:11]=[C:2]([CH3:1])[CH:3]=2)[CH2:8]1)=[O:19])([CH3:14])[CH3:13]. Reported procedure: Prepared in analogy to example 1.1 from 6-methyl-1,2,3,4-tetrahydro-isoquinoline (CA [42923-76-2]) and 2-isopropoxy-5-methanesulfonyl-benzoic acid (Example 2.1). Starting materials: Cl (HCl), C(CCCC)(=O)Cl (pentanoyl chloride), NC1=CC=C(C=C1)C(CCC(=O)OC)=O (4-(4-amino-phenyl)-4-oxo-butyric acid, methyl ester), [OH-].[Na+] (NaOH), [Bis(2-aminoethyl)amino-ethyl]amino-methyl polystyrene resin, amine, 4-morpholinomethyl polystyrene resin, [OH-].[Na+] (NaOH). Solvent: ClCCl (dichloromethane). Conditions: time 5 hour. The product is O=C(CCC(=O)O)C1=CC=C(C=C1)NC(CCCC)=O (4-oxo-4-(4-pentanoylamino-phenyl)-butyric acid). The yield is 77.9%. As a reaction SMILES: [C:1](Cl)(=[O:6])[CH2:2][CH2:3][CH2:4][CH3:5].[NH2:8][C:9]1[CH:14]=[CH:13][C:12]([C:15](=[O:22])[CH2:16][CH2:17][C:18]([O:20]C)=[O:19])=[CH:11][CH:10]=1.[OH-].[Na+].Cl>ClCCl>[O:22]=[C:15]([C:12]1[CH:13]=[CH:14][C:9]([NH:8][C:1](=[O:6])[CH2:2][CH2:3][CH2:4][CH3:5])=[CH:10][CH:11]=1)[CH2:16][CH2:17][C:18]([OH:20])=[O:19] |f:2.3|. Reported procedure: To a 2-dram vial was added pentanoyl chloride (0.040 mL, 0.00033 mol), 4-(4-amino-phenyl)-4-oxo-butyric acid, methyl ester (0.051 g, 0.00025 mol) (Example 1, Step (c)), dichloromethane (3 mL), and a 3.6 mmol amine per gram of 4-morpholinomethyl polystyrene resin (0.10 g, 0.00036 mol amine), the vial was tightly capped, and the mixture was shaken at room temperature for approximately 5 hours. To the mixture was added an excess of [Bis(2-aminoethyl)amino-ethyl]amino-methyl polystyrene resin, the v... The reactants are COC1=CC=C(C=C1)B(O)O (4-Methoxybenzene boronic acid), BrC1=CC=C(C=C1)C=1OC(=C(N1)CCN1CCCC1)C (2-(4-Bromo-phenyl)-5-methyl-4-(2-pyrrolidin-1-yl-ethyl)-oxazole). Yields the product COC1=CC=C(C=C1)C1=CC=C(C=C1)C=1OC(=C(N1)CCN1CCCC1)C (2-(4′-Methoxy-biphenyl-4-yl)-5-methyl-4-(2-pyrrolidin-1-yl-ethyl)-oxazole). RXN SMILES: [CH3:1][O:2][C:3]1[CH:8]=[CH:7][C:6](B(O)O)=[CH:5][CH:4]=1.Br[C:13]1[CH:18]=[CH:17][C:16]([C:19]2[O:20][C:21]([CH3:31])=[C:22]([CH2:24][CH2:25][N:26]3[CH2:30][CH2:29][CH2:28][CH2:27]3)[N:23]=2)=[CH:15][CH:14]=1>>[CH3:1][O:2][C:3]1[CH:8]=[CH:7][C:6]([C:13]2[CH:18]=[CH:17][C:16]([C:19]3[O:20][C:21]([CH3:31])=[C:22]([CH2:24][CH2:25][N:26]4[CH2:27][CH2:28][CH2:29][CH2:30]4)[N:23]=3)=[CH:15][CH:14]=2)=[CH:5][CH:4]=1. Procedure details: The title compound is prepared in a manner substantially analogous to Example 35 starting from 4-Methoxybenzene boronic acid and 2-(4-Bromo-phenyl)-5-methyl-4-(2-pyrrolidin-1-yl-ethyl)-oxazole. MS (m/e): 363.2 (M+1) Starting materials: CC(C)(C)c1nc(C2CCC2)cc(N2CCN(CCCCl)CC2)n1, O=C([O-])[O-], CN(C)C=O, [K+], [K+], Oc1ccncn1. Yields the product CC(C)(C)c1nc(C2CCC2)cc(N2CCN(CCCOc3ccncn3)CC2)n1. As a reaction SMILES: [C:14]([CH3:15])([CH3:16])([CH3:17])[c:18]1[n:19][c:20]([CH:34]2[CH2:35][CH2:36][CH2:37]2)[cH:21][c:22]([N:24]2[CH2:25][CH2:26][N:27]([CH2:30][CH2:31][CH2:32][Cl:33])[CH2:28][CH2:29]2)[n:23]1.[C:8](=[O:9])([O-:10])[O-:11].[CH3:38][N:39]([CH3:40])[CH:41]=[O:42].[K+:12].[K+:13].[OH:1][c:2]1[n:3][cH:4][n:5][cH:6][cH:7]1>>[O:1]([c:2]1[n:3][cH:4][n:5][cH:6][cH:7]1)[CH2:32][CH2:31][CH2:30][N:27]1[CH2:26][CH2:25][N:24]([c:22]2[cH:21][c:20]([CH:34]3[CH2:35][CH2:36][CH2:37]3)[n:19][c:18]([C:14]([CH3:15])([CH3:16])[CH3:17])[n:23]2)[CH2:29][CH2:28]1.